This data is from the Open Reaction Database (ORD), a public repository of structured organic reaction records. The task is: describe an organic reaction: reactants, conditions, products, and yield The reactants are [Al+3], C1CCOC1, [H-], [H-], [H-], [H-], [Li+], COC(=O)c1ccc(CN2CCOCC2)cn1. Product: OCc1ccc(CN2CCOCC2)cn1. RXN SMILES: [Al+3:19].[CH2:24]1[O:25][CH2:26][CH2:27][CH2:28]1.[H-:18].[H-:21].[H-:22].[H-:23].[Li+:20].[O:1]1[CH2:2][CH2:3][N:4]([CH2:7][c:8]2[cH:9][cH:10][c:11]([C:14](=[O:15])[O:16][CH3:17])[n:12][cH:13]2)[CH2:5][CH2:6]1>>[O:1]1[CH2:2][CH2:3][N:4]([CH2:7][c:8]2[cH:9][cH:10][c:11]([CH2:14][OH:15])[n:12][cH:13]2)[CH2:5][CH2:6]1.